This data is from the Open Reaction Database (ORD), a public repository of structured organic reaction records. The task is: describe an organic reaction: reactants, conditions, products, and yield Starting materials: CC(C)(C)C1=CC=C(C=N1)O (6-(1,1-dimethylethyl)-3-pyridinol), BrBr (bromine). Run in N1=CC=CC=C1 (pyridine), [Cl-].[Na+].O (brine), N1=CC=CC=C1 (pyridine). Conditions: time 1 hour. The product is BrC1=NC(=CC=C1O)C(C)(C)C (2-bromo-6-(1,1-dimethylethyl)-3-pyridinol). RXN SMILES: [CH3:1][C:2]([C:5]1[N:10]=[CH:9][C:8]([OH:11])=[CH:7][CH:6]=1)([CH3:4])[CH3:3].[Br:12]Br>N1C=CC=CC=1.[Cl-].[Na+].O>[Br:12][C:9]1[C:8]([OH:11])=[CH:7][CH:6]=[C:5]([C:2]([CH3:1])([CH3:3])[CH3:4])[N:10]=1 |f:3.4.5|. Procedure: To a stirred solution of 6-(1,1-dimethylethyl)-3-pyridinol, (3.8 g) in pyridine (150 ml) was added bromine (1.29 ml), diluted in pyridine, dropwise at 20 C. The reaction mixture was allowed to stir at 25-30 C. for 1 h. The reaction had gone to completion by tlc. It was poured into brine and extracted with ethyl acetate. The organics were dried over sodium sulphate and concentrated under reduced pressure. The crude material was subjected to flash chromatography using a 0-5% gradient of ethyl acet... Reactants: CC1(CC(=O)CC(C1)(C)C#N)C (isophoronenitrile), N (ammonia). Reagents/catalysts: [Co] (cobalt). Yields the product CC1(CC(=O)CC(C1)(C)C#N)C (isophoronenitrile), CC1(CC(CC(C1)(C)CN)N)C (isophoronediamine). The yield is 48.0%. As a reaction SMILES: [CH3:1][C:2]1([CH3:12])[CH2:8][C:7]([C:10]#[N:11])([CH3:9])[CH2:6][C:4](=[O:5])[CH2:3]1.[NH3:13]>[Co]>[CH3:1][C:2]1([CH3:12])[CH2:8][C:7]([C:10]#[N:11])([CH3:9])[CH2:6][C:4](=[O:5])[CH2:3]1.[CH3:1][C:2]1([CH3:12])[CH2:8][C:7]([CH2:10][NH2:11])([CH3:9])[CH2:6][CH:4]([NH2:13])[CH2:3]1. Procedure: EP-B 0 042 119 also discloses a Comparative Example in which isophoronenitrile and liquid ammonia are pumped into the top of a hydrogenation reactor charged with commercially available cobalt catalyst. The reaction system is kept at 270 bar with H2 ; a certain gas stream is set up and a certain amount of off-gas is withdrawn. The reaction mixture leaving the bottom of the reactor is then worked up by distillation. Despite approximately quantitative conversion of the isophoronenitrile, this embod... Reactants: [H-].[Na+] (NaH), N1C=CC=2C=NC=CC21 (1H-pyrrolo[3,2-c]pyridine), C1(=CC=CC=C1)S(=O)(=O)Cl (benzenesulfonyl chloride). The solvent is C1CCOC1 (THF). Reaction conditions: time 5 minute. Product: C1(=CC=CC=C1)S(=O)(=O)N1C=CC=2C=NC=CC21 (1-Benzenesulfonyl-1H-pyrrolo[3,2-c]pyridine). Isolated yield 59.5%. As a reaction SMILES: [NH:1]1[C:9]2[CH:8]=[CH:7][N:6]=[CH:5][C:4]=2[CH:3]=[CH:2]1.[H-].[Na+].[C:12]1([S:18](Cl)(=[O:20])=[O:19])[CH:17]=[CH:16][CH:15]=[CH:14][CH:13]=1>C1COCC1>[C:12]1([S:18]([N:1]2[C:9]3[CH:8]=[CH:7][N:6]=[CH:5][C:4]=3[CH:3]=[CH:2]2)(=[O:20])=[O:19])[CH:17]=[CH:16][CH:15]=[CH:14][CH:13]=1 |f:1.2|. Procedure: A 100 mL round-bottomed flask was charged with a solution of 1H-pyrrolo[3,2-c]pyridine (1.0 g, 8.4 mmol) in anhydrous THF (50 mL). NaH (60% in mineral oil, 0.41 g, 10.2 mmol) was added and the reaction mixture was stirred for 5 min at room temperature. To this solution was added dropwise, at 0° C., benzenesulfonyl chloride (1.35 mL, 10.2 mmol) and the resulting mixture was stirred at room temperature for 2 h. The reaction mixture was quenched with water (30 mL) and extracted with EtOAc (3×100 mL... The reactants are CC(C)(C)OC(=O)N1CCC2C(C1)c1cc(Br)cc3c1N2CC3, OB(O)c1ccccc1C(F)(F)F. Reaction SMILES: [Br:1][c:2]1[cH:3][c:4]2[c:8]3[c:9]([cH:10]1)[CH2:11][CH2:12][N:7]3[CH:6]1[CH:5]2[CH2:16][N:15]([C:17](=[O:18])[O:19][C:20]([CH3:21])([CH3:22])[CH3:23])[CH2:14][CH2:13]1.[F:24][C:25]([c:26]1[c:27]([B:32]([OH:33])[OH:34])[cH:28][cH:29][cH:30][cH:31]1)([F:35])[F:36]>>[c:2]1(-[c:27]2[c:26]([C:25]([F:24])([F:35])[F:36])[cH:31][cH:30][cH:29][cH:28]2)[cH:3][c:4]2[c:8]3[c:9]([cH:10]1)[CH2:11][CH2:12][N:7]3[CH:6]1[CH:5]2[CH2:16][N:15]([C:17](=[O:18])[O:19][C:20]([CH3:21])([CH3:22])[CH3:23])[CH2:14][CH2:13]1. Product: CC(C)(C)OC(=O)N1CCC2C(C1)c1cc(-c3ccccc3C(F)(F)F)cc3c1N2CC3. Starting materials: Cc1cc(C)cc(Br)c1, CCN(CC)C(=O)c1ccccc1O, CC(N)c1ccccc1, CCCCCCCCCCCC, CCOC(C)=O, [K+], [K+], [K+], [NH4+], CN(C)C=O, [OH-], O, O=P([O-])([O-])[O-]. The product is Cc1cc(C)cc(NC(C)c2ccccc2)c1. Reaction SMILES: [Br:23][c:24]1[cH:25][c:26]([CH3:31])[cH:27][c:28]([CH3:30])[cH:29]1.[CH2:1]([N:2]([CH2:3][CH3:4])[C:5](=[O:6])[c:7]1[c:8]([OH:13])[cH:9][cH:10][cH:11][cH:12]1)[CH3:14].[CH3:32][CH:33]([c:34]1[cH:35][cH:36][cH:37][cH:38][cH:39]1)[NH2:40].[CH3:43][CH2:44][CH2:45][CH2:46][CH2:47][CH2:48][CH2:49][CH2:50][CH2:51][CH2:52][CH2:53][CH3:54].[CH3:56][CH2:57][O:58][C:59](=[O:60])[CH3:61].[K+:20].[K+:21].[K+:22].[NH4+:41].[O:62]=[CH:63][N:64]([CH3:65])[CH3:66].[OH-:42].[OH2:55].[P:15]([O-:16])([O-:17])([O-:18])=[O:19]>>[c:24]1([NH:40][CH:33]([CH3:32])[c:34]2[cH:35][cH:36][cH:37][cH:38][cH:39]2)[cH:25][c:26]([CH3:31])[cH:27][c:28]([CH3:30])[cH:29]1.